Task: describe an organic reaction: reactants, conditions, products, and yield. Dataset: the Open Reaction Database (ORD), a public repository of structured organic reaction records The reactants are C1(=CC=CC=C1)S(=O)(=O)N1C=CC2=CC=CC(=C12)F (1-benzenesulfonyl-7-fluoroindole), BrBr (bromine), ice, S(=O)(=O)([O-])S(=O)[O-].[Na+].[Na+] (sodium metabisulphite), [OH-].[NH4+] (ammonium hydroxide). Solvent: CN(C=O)C (dimethylformamide), CN(C=O)C (dimethylformamide), O (water). Run at time 10 minute. The product is C1(=CC=CC=C1)S(=O)(=O)N1C=C(C2=CC=CC(=C12)F)Br (1-benzenesulfonyl-3-bromo-7-fluoroindole). The yield is 91.3%. Reaction SMILES: [C:1]1([S:7]([N:10]2[C:18]3[C:13](=[CH:14][CH:15]=[CH:16][C:17]=3[F:19])[CH:12]=[CH:11]2)(=[O:9])=[O:8])[CH:6]=[CH:5][CH:4]=[CH:3][CH:2]=1.[Br:20]Br.S(S([O-])=O)([O-])(=O)=O.[Na+].[Na+].[OH-].[NH4+]>CN(C)C=O.O>[C:1]1([S:7]([N:10]2[C:18]3[C:13](=[CH:14][CH:15]=[CH:16][C:17]=3[F:19])[C:12]([Br:20])=[CH:11]2)(=[O:9])=[O:8])[CH:2]=[CH:3][CH:4]=[CH:5][CH:6]=1 |f:2.3.4,5.6|. Procedure details: The suspension was then diluted with water (200 ml), extracted with tert-butyl methyl ether (3×100 ml) and the combined organic layers washed with water (3×100 ml), dried with sodium sulfate and concentrated in vacuo. The residue was purified by flash column chromatography eluting with 20% (v/v) ethyl acetate in isohexane to afford 1-benzenesulfonyl-7-fluoroindole as a colourless solid (3.96 g, 14.4 mmol). To a solution of 1-benzenesulfonyl-7-fluoroindole (2.0 g, 7.27 mmol) in dimethylformamide ...